Task: describe an organic reaction: reactants, conditions, products, and yield. Dataset: the Open Reaction Database (ORD), a public repository of structured organic reaction records Reactants: CC(C)([O-])C.[K+] (Potassium tert. butoxide), C(C)(C)(C)OC(=O)N1CCC(CC1)O (4-Hydroxy-piperidine-1-carboxylic acid tert-butyl ester), FC1=CC(=C(C#N)C=C1)C (4-Fluoro-2-methyl-benzonitrile). Run in CCOCC (ether), CCOCC (ether). Run at time 7 hour. Yields the product C(C)(C)(C)OC(=O)N1CCC(CC1)OC1=CC(=C(C=C1)C#N)C (4-(4-Cyano-3-methyl-phenoxy)-piperidine-1-carboxylic acid tert-butyl ester). The yield is 115.3%. As a reaction SMILES: CC(C)([O-])C.[K+].[C:7]([O:11][C:12]([N:14]1[CH2:19][CH2:18][CH:17]([OH:20])[CH2:16][CH2:15]1)=[O:13])([CH3:10])([CH3:9])[CH3:8].F[C:22]1[CH:29]=[CH:28][C:25]([C:26]#[N:27])=[C:24]([CH3:30])[CH:23]=1>CCOCC>[C:7]([O:11][C:12]([N:14]1[CH2:19][CH2:18][CH:17]([O:20][C:22]2[CH:29]=[CH:28][C:25]([C:26]#[N:27])=[C:24]([CH3:30])[CH:23]=2)[CH2:16][CH2:15]1)=[O:13])([CH3:10])([CH3:8])[CH3:9] |f:0.1|. Reported procedure: 22.6 g Potassium tert. butoxide, 33.2 g 4-Hydroxy-piperidine-1-carboxylic acid tert-butyl ester and 300 mL MTB ether were stirred for 1 h at reflux. A solution of 20.3 g 4-Fluoro-2-methyl-benzonitrile, dissolved in 250 mL MTB ether was added within 20 min to the suspension and heating to reflux was continued for 7 h. The reaction was quenched with water. The organic layer was separated and washed with water and concentrated to give 54.8 g (yield 92%) of 4-(4-Cyano-3-methyl-phenoxy)-piperidine-1-... The reactants are [N+](=O)([O-])C=1C=C(C=CC1)S(=O)(=O)[O-].[Na+] (sodium m-nitrobenzenesulfonate), C(C)[N+](CC)(CC)CC (tetraethylammonium), NC1=CC=C(C=2C(C3=CC=CC=C3C(C12)=O)=O)N (1,4-diaminoanthraquinone), leuco compound, [S] (sulfur), [C-]#N.[Na+] (sodium cyanide), NC1=CC=C(C=2C(C3=CC=CC=C3C(C12)=O)=O)N (1,4-diaminoanthraquinone). Run in O (water), CN(C=O)C (dimethylformamide). As a reaction SMILES: C([N+:3]([CH2:8][CH3:9])(CC)CC)C.[NH2:10][C:11]1[C:24]2[C:23](=[O:25])[C:22]3[C:17](=[CH:18][CH:19]=[CH:20][CH:21]=3)[C:16](=[O:26])[C:15]=2[C:14]([NH2:27])=[CH:13][CH:12]=1.[C-]#N.[Na+].[N+:31](C1C=C(S([O-])(=O)=O)C=CC=1)([O-])=O.[Na+].[S]>O.CN(C)C=O>[NH2:10][C:11]1[C:24]2[C:23](=[O:25])[C:22]3[C:17](=[CH:18][CH:19]=[CH:20][CH:21]=3)[C:16](=[O:26])[C:15]=2[C:14]([NH2:27])=[C:13]([C:12]#[N:31])[C:9]=1[C:8]#[N:3] |f:2.3,4.5,^3:44|. Procedure details: 20 parts of tetraethylammonium ethosulfate and 48 parts of 1,4-diaminoanthraquinone are introduced into 400 parts by volume of dimethylformamide and the mixture is heated to 120° to 125° C. At this temperature there is introduced in the course of thirty minutes 50 parts of sodium cyanide and then 24 parts of sodium m-nitrobenzenesulfonate is added in about twenty minutes. 6 parts of powdered sulfur is added and the whole is stirred at 120° to 125° C. until all the 1,4-diaminoanthraquinone has be... Run at time 11 hour. The product is NC1=C(C(=C(C=2C(C3=CC=CC=C3C(C12)=O)=O)N)C#N)C#N (1,4-diaminoanthraquinone-2,3-dinitrile). Yield: 60.0%. Procedure: A mixture of 2-azabicyclo[2.2.2]octan-3-one (0.5 g, 4.0 mmol), 2-bromothiazole (0.79 g, 4.81 mmol), Cs2CO3 (2.0 g, 6.0 mmol), xantphos (0.19 g, 0.32 mmol) and 1,4-dioxane (25 ml) was degassed with argon gas for 15 min. Tetrakis(triphenylphosphine)palladium (0) (0.18 g, 0.16 mmol) was added, degassed for another 15 min and stirred at 125° C. for 3 h in a sealed tube. After cooling to room temperature the reaction mixture was filtered and the filtrate was evaporated under reduced pressure to affor... Reagents/catalysts: C=1C=CC(=CC1)[P](C=2C=CC=CC2)(C=3C=CC=CC3)[Pd]([P](C=4C=CC=CC4)(C=5C=CC=CC5)C=6C=CC=CC6)([P](C=7C=CC=CC7)(C=8C=CC=CC8)C=9C=CC=CC9)[P](C=1C=CC=CC1)(C=1C=CC=CC1)C=1C=CC=CC1 (tetrakis(triphenylphosphine)palladium). Reaction conditions: temperature 125 celsius, time 3 hour. The solvent is O1CCOCC1 (1,4-dioxane). The reactants are C12NC(C(CC1)CC2)=O (2-azabicyclo[2.2.2]octan-3-one), BrC=1SC=CN1 (2-bromothiazole), C(=O)([O-])[O-].[Cs+].[Cs+] (Cs2CO3), CC1(C2=C(C(=CC=C2)P(C3=CC=CC=C3)C4=CC=CC=C4)OC5=C(C=CC=C51)P(C6=CC=CC=C6)C7=CC=CC=C7)C (xantphos). Product: S1C(=NC=C1)N1C2CCC(C1=O)CC2 (2-(thiazol-2-yl)-2-aza-bicyclo[2.2.2]octan-3-one). As a reaction SMILES: [CH:1]12[CH2:8][CH2:7][CH:4]([CH2:5][CH2:6]1)[C:3](=[O:9])[NH:2]2.Br[C:11]1[S:12][CH:13]=[CH:14][N:15]=1.C([O-])([O-])=O.[Cs+].[Cs+].CC1(C)C2C(=C(P(C3C=CC=CC=3)C3C=CC=CC=3)C=CC=2)OC2C(P(C3C=CC=CC=3)C3C=CC=CC=3)=CC=CC1=2>C1C=CC([P]([Pd]([P](C2C=CC=CC=2)(C2C=CC=CC=2)C2C=CC=CC=2)([P](C2C=CC=CC=2)(C2C=CC=CC=2)C2C=CC=CC=2)[P](C2C=CC=CC=2)(C2C=CC=CC=2)C2C=CC=CC=2)(C2C=CC=CC=2)C2C=CC=CC=2)=CC=1.O1CCOCC1>[S:12]1[CH:13]=[CH:14][N:15]=[C:11]1[N:2]1[C:3](=[O:9])[CH:4]2[CH2:7][CH2:8][CH:1]1[CH2:6][CH2:5]2 |f:2.3.4,^1:67,69,88,107|. The reactants are CO[C@]1([C@H](OCC1)C)C=1C=C(SC1)SC1=CC=C(C=C1)C(C)=O (4'-{4-[(2R,3S)-3-methoxy-2-methyltetrahydrofuran-3-yl]thien-2-ylthio}acetophenone), Cl.NO (hydroxylamine hydrochloride). The product is CO[C@]1([C@H](OCC1)C)C=1C=C(SC1)SC1=CC=C(C=C1)/C(/C)=N/O ((E)-4'-{4-[(2R,3S)-3-methoxy-2-methyltetrahydrofuran-3-yl]thien-2-ylthio}acetophenone oxime). Isolated yield 87.0%. RXN SMILES: [CH3:1][O:2][C@:3]1([C:9]2[CH:10]=[C:11]([S:14][C:15]3[CH:20]=[CH:19][C:18]([C:21](=O)[CH3:22])=[CH:17][CH:16]=3)[S:12][CH:13]=2)[CH2:7][CH2:6][O:5][C@@H:4]1[CH3:8].Cl.[NH2:25][OH:26]>>[CH3:1][O:2][C@:3]1([C:9]2[CH:10]=[C:11]([S:14][C:15]3[CH:20]=[CH:19][C:18](/[C:21](=[N:25]/[OH:26])/[CH3:22])=[CH:17][CH:16]=3)[S:12][CH:13]=2)[CH2:7][CH2:6][O:5][C@@H:4]1[CH3:8] |f:1.2|. Procedure: Using an analogous procedure to that described in Example 66, 4'-{4-[(2R,3S)-3-methoxy-2-methyltetrahydrofuran-3-yl]thien-2-ylthio}acetophenone was reacted with hydroxylamine hydrochloride to give (E)-4'-{4-[(2R,3S)-3-methoxy-2-methyltetrahydrofuran-3-yl]thien-2-ylthio}acetophenone oxime in 87% yield, m.p. 89°-90° C. Reported procedure: 4-Chloro-5,7-difluoro-3-methyl-2-(naphthalen-1-yl)quinoline (43.7 mg, 0.129 mmol), 4-(3,3-dimethyl-2,3-dihydro-1H-pyrrolo[3,2-b]pyridin-6-yl)morpholine (30 mg, 0.129 mmol), Pd2dba3 (11.8 mg, 0.013 mmol), 2-(dicyclohexylphosphino)-2′,4′,6′-tri-i-propyl-1,1′-biphenyl (12.3 mg, 0.026 mmol), sodium tert-butoxide (37.1 mL, 0.386 mmol), and toluene (1.29 mL) were stirred at 105° C. for 2 h. The reaction mixture was then concentrated and the resulting residue partitioned between EtOAc and saturated aqu... Solvent: C1(=CC=CC=C1)C (toluene). Product: CC1(CN(C=2C1=NC=C(C2)N2CCOCC2)C2=C(C(=NC1=CC(=CC(=C21)F)F)C2=CC=CC1=CC=CC=C21)C)C (4-(3,3-dimethyl-6-(4-morpholinyl)-2,3-dihydro-1H-pyrrolo[3,2-b]-pyridin-1-yl)-5,7-difluoro-3-methyl-2-(1-naphthalenyl)quinoline). Reagents/catalysts: C=1C=CC(=CC1)/C=C/C(=O)/C=C/C2=CC=CC=C2.C=1C=CC(=CC1)/C=C/C(=O)/C=C/C2=CC=CC=C2.C=1C=CC(=CC1)/C=C/C(=O)/C=C/C2=CC=CC=C2.[Pd].[Pd] (Pd2dba3). As a reaction SMILES: Cl[C:2]1[C:11]2[C:6](=[CH:7][C:8]([F:13])=[CH:9][C:10]=2[F:12])[N:5]=[C:4]([C:14]2[C:23]3[C:18](=[CH:19][CH:20]=[CH:21][CH:22]=3)[CH:17]=[CH:16][CH:15]=2)[C:3]=1[CH3:24].[CH3:25][C:26]1([CH3:41])[C:30]2=[N:31][CH:32]=[C:33]([N:35]3[CH2:40][CH2:39][O:38][CH2:37][CH2:36]3)[CH:34]=[C:29]2[NH:28][CH2:27]1.C1(P(C2CCCCC2)C2C=CC=CC=2C2C(C(C)C)=CC(C(C)C)=CC=2C(C)C)CCCCC1.CC(C)([O-])C.[Na+]>C1C=CC(/C=C/C(/C=C/C2C=CC=CC=2)=O)=CC=1.C1C=CC(/C=C/C(/C=C/C2C=CC=CC=2)=O)=CC=1.C1C=CC(/C=C/C(/C=C/C2C=CC=CC=2)=O)=CC=1.[Pd].[Pd].C1(C)C=CC=CC=1>[CH3:25][C:26]1([CH3:41])[C:30]2=[N:31][CH:32]=[C:33]([N:35]3[CH2:40][CH2:39][O:38][CH2:37][CH2:36]3)[CH:34]=[C:29]2[N:28]([C:2]2[C:11]3[C:6](=[CH:7][C:8]([F:13])=[CH:9][C:10]=3[F:12])[N:5]=[C:4]([C:14]3[C:23]4[C:18](=[CH:19][CH:20]=[CH:21][CH:22]=4)[CH:17]=[CH:16][CH:15]=3)[C:3]=2[CH3:24])[CH2:27]1 |f:3.4,5.6.7.8.9|. Starting materials: ClC1=C(C(=NC2=CC(=CC(=C12)F)F)C1=CC=CC2=CC=CC=C12)C (4-Chloro-5,7-difluoro-3-methyl-2-(naphthalen-1-yl)quinoline), CC1(CNC=2C1=NC=C(C2)N2CCOCC2)C (4-(3,3-dimethyl-2,3-dihydro-1H-pyrrolo[3,2-b]pyridin-6-yl)morpholine), C1(CCCCC1)P(C1=C(C=CC=C1)C1=C(C=C(C=C1C(C)C)C(C)C)C(C)C)C1CCCCC1 (2-(dicyclohexylphosphino)-2′,4′,6′-tri-i-propyl-1,1′-biphenyl), CC(C)([O-])C.[Na+] (sodium tert-butoxide). Starting materials: C(=C)N1C(CCC1)=O (N-vinylpyrrolidone), C(CCCCCCCCCCC)(=O)OC=C (vinyl laurate). The reagents and catalysts are N(=NC(C#N)(C)C)C(C#N)(C)C (azobisisobutyronitrile). The solvent is CO (methanol). Reaction conditions: temperature 60 celsius, time 6 hour. The product is C(=C)N1C(CCC1)=O.C(CCCCCCCCCCC)(=O)OC=C (N-Vinylpyrrolidone vinyl laurate). RXN SMILES: [CH:1]([N:3]1[CH2:7][CH2:6][CH2:5][C:4]1=[O:8])=[CH2:2].[C:9]([O:22][CH:23]=[CH2:24])(=[O:21])[CH2:10][CH2:11][CH2:12][CH2:13][CH2:14][CH2:15][CH2:16][CH2:17][CH2:18][CH2:19][CH3:20]>CO.N(C(C)(C)C#N)=NC(C)(C)C#N>[CH:1]([N:3]1[CH2:7][CH2:6][CH2:5][C:4]1=[O:8])=[CH2:2].[C:9]([O:22][CH:23]=[CH2:24])(=[O:21])[CH2:10][CH2:11][CH2:12][CH2:13][CH2:14][CH2:15][CH2:16][CH2:17][CH2:18][CH2:19][CH3:20] |f:4.5|. Reported procedure: To a solution of 27.75 gm (0.25 mol) of N-vinylpyrrolidone and 169.5 gm (0.75 mol) of vinyl laurate in 460 gm of methanol were added 6 gm of azobisisobutyronitrile as catalyst. The resulting reaction mixture was agitated for 6 hours at 60° C, during which time the copolymer precipitated. After completion of the reaction, the methanol was distilled off and the polymer was washed a few times with fresh methanol. The yield was 176.5 gm (90% of theory) of N-vinylpyrrolidone/vinyl laurate copolymer (...